The task is: describe an organic reaction: reactants, conditions, products, and yield. This data is from the Open Reaction Database (ORD), a public repository of structured organic reaction records. Reactants: CS(=O)(=O)C=1C=C(C#N)C=CC1C1C2=C(N(C(N1S(=O)(=O)C)=O)C1=CC(=NC=C1)C(F)(F)F)CCC2=O (3-(methylsulfonyl)-4-(3-(methylsulfonyl)-2,5-dioxo-1-(2-(trifluoromethyl)pyridin-4-yl)-2,3,4,5,6,7-hexahydro-1H-cyclopenta[d]-pyrimidin-4-yl)benzonitrile), O=C1NC(C2=C(N1C1=CC(=NC=C1)C(F)(F)F)CCC2=O)C2=CC=C(C#N)C=C2 (4-(2,5-dioxo-1-(2-(trifluoromethyl)pyridin-4-yl)-2,3,4, 5,6,7-hexahydro-1H-cyclopenta[d]pyrimidin-4-yl)benzonitrile). Product: CS(=O)(=O)N1C(N(C2=C(C1C1=CC=C(C#N)C=C1)C(CC2)=O)C2=CC(=NC=C2)C(F)(F)F)=O (4-(3-(Methylsulfonyl)-2,5-dioxo-1-(2-(trifluoromethyl)pyridin-4-yl)-2,3,4,5,6,7-hexahydro-1H-cyclopenta[d]pyrimidin-4-yl)benzonitrile). RXN SMILES: CS([C:5]1[CH:6]=[C:7]([CH:10]=[CH:11][C:12]=1[CH:13]1[N:18]([S:19]([CH3:22])(=[O:21])=[O:20])[C:17](=[O:23])[N:16]([C:24]2[CH:29]=[CH:28][N:27]=[C:26]([C:30]([F:33])([F:32])[F:31])[CH:25]=2)[C:15]2[CH2:34][CH2:35][C:36](=[O:37])[C:14]1=2)[C:8]#[N:9])(=O)=O.O=C1N(C2C=CN=C(C(F)(F)F)C=2)C2CCC(=O)C=2C(C2C=CC(C#N)=CC=2)N1>>[CH3:22][S:19]([N:18]1[CH:13]([C:12]2[CH:11]=[CH:10][C:7]([C:8]#[N:9])=[CH:6][CH:5]=2)[C:14]2[C:36](=[O:37])[CH2:35][CH2:34][C:15]=2[N:16]([C:24]2[CH:29]=[CH:28][N:27]=[C:26]([C:30]([F:31])([F:32])[F:33])[CH:25]=2)[C:17]1=[O:23])(=[O:21])=[O:20]. Reported procedure: The title compound is prepared in analogy to 3-(methylsulfonyl)-4-(3-(methylsulfonyl)-2,5-dioxo-1-(2-(trifluoromethyl)pyridin-4-yl)-2,3,4,5,6,7-hexahydro-1H-cyclopenta[d]-pyrimidin-4-yl)benzonitrile (example 39), using 4-(2,5-dioxo-1-(2-(trifluoromethyl)pyridin-4-yl)-2,3,4, 5,6,7-hexahydro-1H-cyclopenta[d]pyrimidin-4-yl)benzonitrile (example 15.5, 60 mg, 0.15 mmol) as starting material. Yield: 30 mg; ESI mass spectrum [M+H]+=477; Retention time HPLC: 0.99 min (Z018_S04).